This data is from the Open Reaction Database (ORD), a public repository of structured organic reaction records. The task is: describe an organic reaction: reactants, conditions, products, and yield The reactants are COC(=O)C1(CCC(CC1)C(=O)O)C (4-(methoxycarbonyl)-4-methylcyclohexanecarboxylic acid), S(=O)(Cl)Cl (thionyl chloride). Run in ClCCl (dichloromethane). Conditions: temperature 38 celsius. The product is ClC(=O)C1CCC(CC1)(C(=O)OC)C (methyl 4-(chlorocarbonyl)-1-methylcyclohexanecarboxylate). As a reaction SMILES: [CH3:1][O:2][C:3]([C:5]1([CH3:14])[CH2:10][CH2:9][CH:8]([C:11](O)=[O:12])[CH2:7][CH2:6]1)=[O:4].S(Cl)([Cl:17])=O>ClCCl>[Cl:17][C:11]([CH:8]1[CH2:9][CH2:10][C:5]([CH3:14])([C:3]([O:2][CH3:1])=[O:4])[CH2:6][CH2:7]1)=[O:12]. Procedure: A solution of 4-(methoxycarbonyl)-4-methylcyclohexanecarboxylic acid (6.67 g, 33.3 mmol) in dichloromethane (30 mL) was charged with thionyl chloride (40 mL, 80 mmol) and then heated to 38° C. for 17 hours. The reaction mixture was cooled to room temperature and then concentrated under reduced pressure to yield methyl 4-(chlorocarbonyl)-1-methylcyclohexanecarboxylate, which was used without further purification. The reactants are CC=1C=CC(=CC1)S(=O)(=O)O.O (TsOH.H2O), C(C1=CC=CC=C1)[C@H]1N(CC(NCCC1)=S)S(=O)(=O)C1=C(C=CC=C1)OC(F)(F)F ((S)-5-Benzyl-4-((2-(trifluoromethoxy)phenyl)sulfonyl)-1,4-diazocane-2-thione), C(F)(F)(F)C(=O)NN (CF3CONHNH2). The reagents and catalysts are [Hg](OC(=O)C)OC(=O)C (Hg(OAc)2). The solvent is CCOCC (Et2O), CC(OCC)=O (EA), C1(=CC=CC=C1)C.O (toluene H2O), C1CCOC1 (THF). Conditions: time 2 hour. Product: C(C1=CC=CC=C1)[C@H]1N(CC=2N(CCC1)C(=NN2)C(F)(F)F)S(=O)(=O)C2=C(C=CC=C2)OC(F)(F)F ((S)-8-Benzyl-9-((2-(trifluoromethoxy)phenyl)sulfonyl)-3-(trifluoromethyl)-5,6,7,8,9,10-hexahydro-[1,2,4]triazolo[4,3-a][1,4]diazocine). The yield is 64.1%. As a reaction SMILES: [CH2:1]([C@@H:8]1[CH2:15][CH2:14][CH2:13][NH:12][C:11](=S)[CH2:10][N:9]1[S:17]([C:20]1[CH:25]=[CH:24][CH:23]=[CH:22][C:21]=1[O:26][C:27]([F:30])([F:29])[F:28])(=[O:19])=[O:18])[C:2]1[CH:7]=[CH:6][CH:5]=[CH:4][CH:3]=1.[C:31]([C:35]([NH:37][NH2:38])=O)([F:34])([F:33])[F:32].CC1C=CC(S(O)(=O)=O)=CC=1.O>C1COCC1.CCOCC.C1(C)C=CC=CC=1.O.CC(=O)OCC.[Hg](OC(C)=O)OC(C)=O>[CH2:1]([C@@H:8]1[CH2:15][CH2:14][CH2:13][N:12]2[C:35]([C:31]([F:34])([F:33])[F:32])=[N:37][N:38]=[C:11]2[CH2:10][N:9]1[S:17]([C:20]1[CH:25]=[CH:24][CH:23]=[CH:22][C:21]=1[O:26][C:27]([F:30])([F:29])[F:28])(=[O:19])=[O:18])[C:2]1[CH:7]=[CH:6][CH:5]=[CH:4][CH:3]=1 |f:2.3,6.7|. Reported procedure: A solution of compound 31n (150 mg, 0.33 mmol) in THF (15 mL) was cooled to 0° C., treated with Hg(OAc)2 (118 mg, 0.36 mmol) and CF3CONHNH2 (173 mg, 1.65 mmol), stirred for 2 h, diluted with Et2O (20 mL), filtered through Celite and evaporated. A solution of the residue in toluene/H2O (30:1, 15 mL) was treated with TsOH.H2O (250 mg, 1.32 mmol) and stirred at 75° C. for 12 h. The mixture was diluted with EA (30 mL) and washed with saturated K2CO3. The aqueous layer was extracted with EA (20 mL). ... Reactants: CC=1C(=NC2=CC=CC=C2N1)C1=NNC(=C1)NC(CC(=O)OCC)=O (ethyl 3-{[3-(3-methylquinoxalin-2-yl)-1H-pyrazol-5-yl]amino}-3-oxopropanoate). The solvent is N (ammonia), CO (methanol). Reaction conditions: time 8 hour. The product is CC=1C(=NC2=CC=CC=C2N1)C1=NN2C(N=C(C=C2O)O)=C1 (2-(3-methylquinoxalin-2-yl)pyrazolo[1,5-a]pyrimidine-5,7-diol). RXN SMILES: [CH3:1][C:2]1[C:3]([C:12]2[CH:16]=[C:15]([NH:17][C:18](=[O:25])[CH2:19][C:20](OCC)=[O:21])[NH:14][N:13]=2)=[N:4][C:5]2[C:10]([N:11]=1)=[CH:9][CH:8]=[CH:7][CH:6]=2>N.CO>[CH3:1][C:2]1[C:3]([C:12]2[CH:16]=[C:15]3[N:17]=[C:18]([OH:25])[CH:19]=[C:20]([OH:21])[N:14]3[N:13]=2)=[N:4][C:5]2[C:10]([N:11]=1)=[CH:9][CH:8]=[CH:7][CH:6]=2. Reported procedure: Method A (free form): A suspension of ethyl 3-{[3-(3-methylquinoxalin-2-yl)-1H-pyrazol-5-yl]amino}-3-oxopropanoate (20.0 g, 58.9 mmol) in 28% aqueous ammonia (295 mL) and methanol (1176 mL) was stirred overnight at room temperature, and then concentrated in vacuo. The residue was diluted with water (1500 mL) and ethyl acetate (1000 mL). The aqueous layer was concentrated in vacuo, and water (40 mL) was added. The mixture was acidified to pH 5-6 with 10% aqueous hydrochloric acid, and then ethano... Starting materials: C(C)OC(=O)C1=NC(=CC=C1)Br (ethyl-6-bromo-2-pyridinecarboxylate), [Br-].C1(CCC1)[Zn+] (cyclobutylzinc bromide), C1(CCCC1)C1=CC=CC=C1C(=O)O (6-cyclopentyl-benzoic acid). Product: C1(CCC1)C1=CC=CC(=N1)C(=O)O (6-Cyclobutyl-pyridine-2-carboxylic acid). Reaction SMILES: C([O:3][C:4]([C:6]1[CH:11]=[CH:10][CH:9]=[C:8](Br)[N:7]=1)=[O:5])C.[Br-].[CH:14]1([Zn+])[CH2:17][CH2:16][CH2:15]1.C1(C2C(C(O)=O)=CC=CC=2)CCCC1>>[CH:14]1([C:8]2[N:7]=[C:6]([C:4]([OH:3])=[O:5])[CH:11]=[CH:10][CH:9]=2)[CH2:17][CH2:16][CH2:15]1 |f:1.2|. Procedure: This intermediate was prepared from ethyl-6-bromo-2-pyridinecarboxylate and cyclobutylzinc bromide in two steps according to the preparation of 6-cyclopentyl-benzoic acid. Reactants: NC1=CC=C(C=N1)CC(C(=O)OCC)C=1N=CN(C1)CC#CC (Ethyl 3-(6-aminopyridin-3-yl)-2-(1-but-2-ynyl-1H-imidazol-4-yl)propionate), [OH-].[Na+] (NaOH), Cl (HCl), [OH-].[Na+] (NaOH). The solvent is C1CCOC1 (THF). Run at time 4 hour. The product is NC1=CC=C(C=N1)CC(C(=O)O)C=1N=CN(C1)CC#CC (3-(6-Aminopyridin-3-yl)-2-(1-but-2-ynyl-1H-imidazol-4-yl)propionic acid). Yield: 22.0%. Reaction SMILES: [NH2:1][C:2]1[N:7]=[CH:6][C:5]([CH2:8][CH:9]([C:15]2[N:16]=[CH:17][N:18]([CH2:20][C:21]#[C:22][CH3:23])[CH:19]=2)[C:10]([O:12]CC)=[O:11])=[CH:4][CH:3]=1.[OH-].[Na+].Cl>C1COCC1>[NH2:1][C:2]1[N:7]=[CH:6][C:5]([CH2:8][CH:9]([C:15]2[N:16]=[CH:17][N:18]([CH2:20][C:21]#[C:22][CH3:23])[CH:19]=2)[C:10]([OH:12])=[O:11])=[CH:4][CH:3]=1 |f:1.2|. Procedure: A solution of 25 mg (0.08 mmol) of the compound from example 32a in 2 ml of THF was mixed with 88 μl of 1N NaOH and stirred at RT for 4 h. Then, and again after stirring overnight, 40 μl of NaOH were added. After stirring for a further 24 h, the reaction mixture was neutralized with 2N HCl and freeze-dried. Preparative HPLC afforded 5 mg of the title compound as bistrifluoroacetate. Reactants: CC1(C)CC(=O)c2ccc(OS(=O)(=O)C(F)(F)F)cc21, OB(O)c1ccc(F)c(F)c1. Product: CC1(C)CC(=O)c2ccc(-c3ccc(F)c(F)c3)cc21. As a reaction SMILES: [CH3:1][C:2]1([CH3:20])[CH2:3][C:4](=[O:19])[c:5]2[cH:6][cH:7][c:8]([O:11][S:12]([C:13]([F:14])([F:15])[F:16])(=[O:17])=[O:18])[cH:9][c:10]21.[F:21][c:22]1[cH:23][c:24]([B:29]([OH:30])[OH:31])[cH:25][cH:26][c:27]1[F:28]>>[CH3:1][C:2]1([CH3:20])[CH2:3][C:4](=[O:19])[c:5]2[cH:6][cH:7][c:8](-[c:24]3[cH:23][c:22]([F:21])[c:27]([F:28])[cH:26][cH:25]3)[cH:9][c:10]21.